This data is from the Open Reaction Database (ORD), a public repository of structured organic reaction records. The task is: describe an organic reaction: reactants, conditions, products, and yield The reactants are C(C)(C)(C)OC(=O)N1CCC2(C(N(CN2C2=CC=CC=C2)CC=2C=C(C(=O)O)C=CC2)=O)CC1 (3-((8-(tert-butoxycarbonyl)-4-oxo-1-phenyl-1,3,8-triazaspiro[4.5]decan-3-yl)methyl)benzoic acid), C1(CCCCC1)N=C=NC1CCCCC1 (dicyclohexylcarbodiimide), OCCN1CCOCC1 (hydroxyethyl morpholine). Reagents/catalysts: CN(C1=CC=NC=C1)C (4-(dimethylamino)pyridine). Solvent: ClCCl (dichloromethane). Reaction conditions: time 18 hour. Yields the product O1CCN(CC1)CCOC(=O)C=1C=C(CN2CN(C3(C2=O)CCN(CC3)C(=O)OC(C)(C)C)C3=CC=CC=C3)C=CC1 (tert-Butyl 3-(3-((2-morpholinoethoxy)carbonyl)benzyl)-4-oxo-1-phenyl-1,3,8-triazaspiro[4.5]decane-8-carboxylate). Isolated yield 118.8%. RXN SMILES: [C:1]([O:5][C:6]([N:8]1[CH2:34][CH2:33][C:11]2([N:15]([C:16]3[CH:21]=[CH:20][CH:19]=[CH:18][CH:17]=3)[CH2:14][N:13]([CH2:22][C:23]3[CH:24]=[C:25]([CH:29]=[CH:30][CH:31]=3)[C:26]([OH:28])=[O:27])[C:12]2=[O:32])[CH2:10][CH2:9]1)=[O:7])([CH3:4])([CH3:3])[CH3:2].C1(N=C=NC2CCCCC2)CCCCC1.O[CH2:51][CH2:52][N:53]1[CH2:58][CH2:57][O:56][CH2:55][CH2:54]1>CN(C)C1C=CN=CC=1.ClCCl>[O:56]1[CH2:57][CH2:58][N:53]([CH2:52][CH2:51][O:27][C:26]([C:25]2[CH:24]=[C:23]([CH:31]=[CH:30][CH:29]=2)[CH2:22][N:13]2[C:12](=[O:32])[C:11]3([CH2:33][CH2:34][N:8]([C:6]([O:5][C:1]([CH3:4])([CH3:2])[CH3:3])=[O:7])[CH2:9][CH2:10]3)[N:15]([C:16]3[CH:21]=[CH:20][CH:19]=[CH:18][CH:17]=3)[CH2:14]2)=[O:28])[CH2:54][CH2:55]1. Procedure details: To a solution of 3-((8-(tert-butoxycarbonyl)-4-oxo-1-phenyl-1,3,8-triazaspiro[4.5]decan-3-yl)methyl)benzoic acid (0.3 g, 0.65 mmol), dicyclohexylcarbodiimide (0.16 g, 0.78 mmol) and 4-(dimethylamino)pyridine (0.01 g, 0.078 mmol) in dichloromethane (10 mL), was added hydroxyethyl morpholine (0.037 g, 0.32 mmol, d=1.072). After stirring at room temperature for 18 hours, the reaction mixture was filtered, concentrated in vacuo and isolated by preparatory TLC (5% methanol/dichloromethane) to obtain ... The reactants are CCO, C[Si](C)(C)CCOCn1cc(CNc2cccnc2)nc1C(=O)c1cn(Cc2ccc(Cl)cc2)c2ccccc12, Cl, [Na+], [OH-]. Yields the product O=C(c1nc(CNc2cccnc2)c[nH]1)c1cn(Cc2ccc(Cl)cc2)c2ccccc12. As a reaction SMILES: [CH3:43][CH2:44][OH:45].[Cl:1][c:2]1[cH:3][cH:4][c:5]([CH2:6][n:7]2[cH:8][c:9]([C:16](=[O:17])[c:18]3[n:19]([CH2:31][O:32][CH2:33][CH2:34][Si:35]([CH3:36])([CH3:37])[CH3:38])[cH:20][c:21]([CH2:23][NH:24][c:25]4[cH:26][n:27][cH:28][cH:29][cH:30]4)[n:22]3)[c:10]3[cH:11][cH:12][cH:13][cH:14][c:15]23)[cH:39][cH:40]1.[ClH:46].[Na+:42].[OH-:41]>>[Cl:1][c:2]1[cH:3][cH:4][c:5]([CH2:6][n:7]2[cH:8][c:9]([C:16](=[O:17])[c:18]3[nH:19][cH:20][c:21]([CH2:23][NH:24][c:25]4[cH:26][n:27][cH:28][cH:29][cH:30]4)[n:22]3)[c:10]3[cH:11][cH:12][cH:13][cH:14][c:15]23)[cH:39][cH:40]1. Reaction SMILES: [CH3:1][O:2][CH2:3][CH2:4][CH2:5][N:6]1[C:10]2[CH:11]=[CH:12][CH:13]=[CH:14][C:9]=2[N:8]=[CH:7]1.[O:15]=[C:16]1[CH2:21][CH2:20][CH2:19][N:18]([C:22]([O:24][C:25]([CH3:28])([CH3:27])[CH3:26])=[O:23])[CH2:17]1>>[OH:15][C:16]1([C:7]2[N:6]([CH2:5][CH2:4][CH2:3][O:2][CH3:1])[C:10]3[CH:11]=[CH:12][CH:13]=[CH:14][C:9]=3[N:8]=2)[CH2:21][CH2:20][CH2:19][N:18]([C:22]([O:24][C:25]([CH3:28])([CH3:27])[CH3:26])=[O:23])[CH2:17]1. Product: OC1(CN(CCC1)C(=O)OC(C)(C)C)C1=NC2=C(N1CCCOC)C=CC=C2 (tert-butyl 3-hydroxy-3-(1-(3-methoxypropyl)-1H-benzo[d]imidazol-2-yl)piperidine-1-carboxylate). Reported procedure: 1-(3-methoxypropyl)-1H-benzo[d]imidazole (137A) (9.62 mmoles; 1.83 g) was added to an oven dried 250 mL round-bottomed flask equipped with an addition funnel and for stirring under nitrogen. Et2O (75 mL) was added and the solution was cooled to −78° C. with an acetone/CO2(s) bath. N-BuLi (2.5M in hexanes, 10.1 mmoles, 4.0 mL) was added drop-wise via syringe and the resultant solution was allowed to stir at −78° C. for 45 minutes. Tert-butyl 3-oxopiperidine-1-carboxylate (10.1 mmoles, 2.01 g) in ... Starting materials: COCCCN1C=NC2=C1C=CC=C2 (1-(3-methoxypropyl)-1H-benzo[d]imidazole), O=C1CN(CCC1)C(=O)OC(C)(C)C (Tert-butyl 3-oxopiperidine-1-carboxylate), ice water, N-BuLi, resultant solution. Reaction conditions: temperature -78 celsius. Reactants: Pd on-charcoal, C(C)(=O)C1=C(C(=C(OCCCOC2=C(C#N)C(=CC=C2)[N+](=O)[O-])C=C1)CCC(F)(F)F)O (2-{3-[4-acetyl-3-hydroxy-2-(3,3,3-trifluoropropyl)-phenoxy]-propoxy}-6-nitro-benzonitrile), C1=CCCCC1 (cyclohexene). Product: NC1=C(C#N)C(=CC=C1)OCCCOC1=C(C(=C(C=C1)C(C)=O)O)CCC(F)(F)F (2-Amino-6-{3-[4-acetyl-3-hydroxy-2-(3,3,3-trifluoropropyl)-phenoxy]-propoxy}-benzonitrile). The solvent is C(C)O (ethanol). Procedure: 2.5 g of 10% Pd-on-charcoal are added to a solution of 10 g of 2-{3-[4-acetyl-3-hydroxy-2-(3,3,3-trifluoropropyl)-phenoxy]-propoxy}-6-nitro-benzonitrile and 10 g of cyclohexene in 500 ml of ethanol and the mixture is refluxed for 30 minutes. After cooling to room temperature, it is filtered and freed from the solvent. Ether is added to the residue and the crystals which have separated out are filtered off. 2-Amino-6-{3-[4-acetyl-3-hydroxy-2-(3,3,3-trifluoropropyl)-phenoxy]-propoxy}-benzonitrile ... Reaction SMILES: [C:1]([C:4]1[CH:25]=[CH:24][C:7]([O:8][CH2:9][CH2:10][CH2:11][O:12][C:13]2[CH:20]=[CH:19][CH:18]=[C:17]([N+:21]([O-])=O)[C:14]=2[C:15]#[N:16])=[C:6]([CH2:26][CH2:27][C:28]([F:31])([F:30])[F:29])[C:5]=1[OH:32])(=[O:3])[CH3:2].C1CCCCC=1>C(O)C>[NH2:21][C:17]1[CH:18]=[CH:19][CH:20]=[C:13]([O:12][CH2:11][CH2:10][CH2:9][O:8][C:7]2[CH:24]=[CH:25][C:4]([C:1](=[O:3])[CH3:2])=[C:5]([OH:32])[C:6]=2[CH2:26][CH2:27][C:28]([F:29])([F:30])[F:31])[C:14]=1[C:15]#[N:16]. Product: C(C)(CC)N1N=C(C(=C1)C1=CC(=NC=C1)NC(CC)=O)C=1SC=C(C1)Cl (N-{4-[1-sec-butyl-3-(4-chloro-2-thienyl)-1H-pyrazol-4-yl]pyridin-2-yl}propanamide). RXN SMILES: CC1(C)C(C)(C)OB([C:9]2[CH:14]=[CH:13][N:12]=[C:11]([NH:15][C:16](=[O:19])[CH2:17][CH3:18])[CH:10]=2)O1.[CH:21]([N:25]1[CH:29]=[C:28](I)[C:27]([C:31]2[S:32][CH:33]=[C:34]([Cl:36])[CH:35]=2)=[N:26]1)([CH2:23][CH3:24])[CH3:22].C(=O)([O-])[O-].[Na+].[Na+]>O1CCOCC1>[CH:21]([N:25]1[CH:29]=[C:28]([C:9]2[CH:14]=[CH:13][N:12]=[C:11]([NH:15][C:16](=[O:19])[CH2:17][CH3:18])[CH:10]=2)[C:27]([C:31]2[S:32][CH:33]=[C:34]([Cl:36])[CH:35]=2)=[N:26]1)([CH2:23][CH3:24])[CH3:22] |f:2.3.4|. Solvent: O1CCOCC1 (dioxane). Procedure: N-[4-(4,4,5,5-Tetramethyl-1,3,2-dioxaborolan-2-yl)pyridin-2-yl]propanamide (0.48 mmol) and bis(tricyclohexylphosphine)palladium(II) chloride (0.04 mmol) were weighed into a microwave vial (reaction volume 2-5 mL). A solution of 1-sec-butyl-3-(4-chloro-2-thienyl)-4-iodo-1H-pyrazole (0.40 mmol) in 3.0 mL degassed dioxane and 1.0 mL of a degassed 2 M aqueous sodium carbonate solution were added. The reaction mixture was purged with argon, the microwave vial was capped with a septum and transferred ... Yield: 99.6%. Starting materials: C(C)(CC)N1N=C(C(=C1)I)C=1SC=C(C1)Cl (1-sec-butyl-3-(4-chloro-2-thienyl)-4-iodo-1H-pyrazole), C([O-])([O-])=O.[Na+].[Na+] (sodium carbonate), CC1(OB(OC1(C)C)C1=CC(=NC=C1)NC(CC)=O)C (N-[4-(4,4,5,5-Tetramethyl-1,3,2-dioxaborolan-2-yl)pyridin-2-yl]propanamide), bis(tricyclohexylphosphine)palladium(II) chloride. Reactants: ClC1=C(C=CC(=C1)Cl)OCCl (chloromethyl 2,4-dichlorophenyl ether), potassium tert.-butylate, SC1=C(C(=O)OC)C=CC=C1 (methyl 2-mercapto-benzoate), ice water. The solvent is CN(C=O)C (dimethylformamide), O1CCCC1 (tetrahydrofuran), O1CCCC1 (tetrahydrofuran). Conditions: time 30 minute. Product: ClC1=C(OCSC2=C(C=CC=C2)C(=O)OC)C=CC(=C1)Cl (1-(2,4-dichlorophenoxy)-1 -(2-methoxycarbonyl-phenylthio)-methane). Yield: 90.3%. As a reaction SMILES: [SH:1][C:2]1[CH:11]=[CH:10][CH:9]=[CH:8][C:3]=1[C:4]([O:6][CH3:7])=[O:5].[Cl:12][C:13]1[CH:18]=[C:17]([Cl:19])[CH:16]=[CH:15][C:14]=1[O:20][CH2:21]Cl>O1CCCC1.CN(C)C=O>[Cl:12][C:13]1[CH:18]=[C:17]([Cl:19])[CH:16]=[CH:15][C:14]=1[O:20][CH2:21][S:1][C:2]1[CH:11]=[CH:10][CH:9]=[CH:8][C:3]=1[C:4]([O:6][CH3:7])=[O:5]. Procedure details: A solution of 28 g (0.25 mol) of potassium tert.-butylate in 120 ml of tetrahydrofuran was slowly added dropwise to a solution of 33.6 g (0.2 mol) of methyl 2-mercapto-benzoate in 50 ml of tetrahydrofuran at 5° C. At the end of the dropwise addition, stirring was continued at 5° C. for a further 30 minutes. The solid product precipitated was filtered off with suction and dissolved in 100 ml of dimethylformamide. A solution of 42.3 g (0.2 mol) of chloromethyl 2,4-dichlorophenyl ether in 60 ml of ... Starting materials: N1C(CCCC2=C1C=CC=C2)CN (1-(2,3,4,5-tetrahydro-1H-1-benzazepin-2-yl)methanamine), C(C(=O)OCC)(=O)OCC (diethyl oxalate). Conditions: time 2 hour. Yields the product C1(C(NCC2N1C1=C(CCC2)C=CC=C1)=O)=O (3,4,4a,5,6,7-hexahydropyrazino[1,2-a][1]benzazepine-1,2-dione). As a reaction SMILES: [NH:1]1[C:7]2[CH:8]=[CH:9][CH:10]=[CH:11][C:6]=2[CH2:5][CH2:4][CH2:3][CH:2]1[CH2:12][NH2:13].[C:14](OCC)(=[O:20])[C:15](OCC)=[O:16]>>[C:14]1(=[O:20])[N:1]2[C:7]3[CH:8]=[CH:9][CH:10]=[CH:11][C:6]=3[CH2:5][CH2:4][CH2:3][CH:2]2[CH2:12][NH:13][C:15]1=[O:16]. Reported procedure: A solution of Example 182E (0.282 g, 1.600 mmol) in diethyl oxalate (1.518 mL, 11.20 mmol) was heated at 140° C. for 1 hour and then at 180° C. for 2 hours. The crude mixture was purified by silica gel chromatography (Analogix IntelliFlash™ 280, SF24-40) eluting with dichloromethane, then with 2% methanol/dichloromethane, and then with 10% methanol/dichloromethane to obtain the title compound. 1H NMR (400 MHz, DMSO-d6) δ ppm 8.66 (s, 1H), 7.37-7.17 (m, 4H), 3.91 (dd, J=12.8, 4.2, 1H), 3.49 (d, J... Starting materials: C1CCOC1, CC(C)(C)[O-], CCCCCC, [K+], O=Cc1ccc(Oc2ccccc2)cc1. Product: C=Cc1ccc(Oc2ccccc2)cc1. As a reaction SMILES: [CH2:22]1[O:23][CH2:24][CH2:25][CH2:26]1.[CH3:1][C:2]([CH3:3])([O-:4])[CH3:5].[CH3:27][CH2:28][CH2:29][CH2:30][CH2:31][CH3:32].[K+:6].[O:7]([c:8]1[cH:9][cH:10][cH:11][cH:12][cH:13]1)[c:14]1[cH:15][cH:16][c:17]([CH:18]=[O:19])[cH:20][cH:21]1>>[CH2:1]=[CH:18][c:17]1[cH:16][cH:15][c:14]([O:7][c:8]2[cH:9][cH:10][cH:11][cH:12][cH:13]2)[cH:21][cH:20]1. Reactants: C1CCOC1, CC1(C)CC(=O)CC(C)(C)C1, [K+], [K+], O=C([O-])[O-], O=C(c1ccc(O)cc1)c1ccc(I)cc1, [Zn]. As a reaction SMILES: [CH2:34]1[O:35][CH2:36][CH2:37][CH2:38]1.[CH3:17][C:18]1([CH3:27])[CH2:19][C:20](=[O:26])[CH2:21][C:22]([CH3:24])([CH3:25])[CH2:23]1.[K+:28].[K+:29].[O-:30][C:31]([O-:32])=[O:33].[OH:1][c:2]1[cH:3][cH:4][c:5]([C:8](=[O:9])[c:10]2[cH:11][cH:12][c:13]([I:16])[cH:14][cH:15]2)[cH:6][cH:7]1.[Zn:39]>>[OH:1][c:2]1[cH:3][cH:4][c:5]([C:8]([c:10]2[cH:11][cH:12][c:13]([I:16])[cH:14][cH:15]2)=[C:20]2[CH2:19][C:18]([CH3:17])([CH3:27])[CH2:23][C:22]([CH3:24])([CH3:25])[CH2:21]2)[cH:6][cH:7]1. The product is CC1(C)CC(=C(c2ccc(O)cc2)c2ccc(I)cc2)CC(C)(C)C1. The reactants are CCOC(=O)C1CCCCN1C(=O)C=Cc1ccc(Sc2ccccc2C(C)C)c([N+](=O)[O-])c1, O. The product is CC(C)c1ccccc1Sc1ccc(C=CC(=O)N2CCCCC2C(=O)O)cc1[N+](=O)[O-]. As a reaction SMILES: [CH:1]([CH3:2])([CH3:3])[c:4]1[c:5]([S:10][c:11]2[c:12]([N+:32](=[O:33])[O-:34])[cH:13][c:14]([CH:17]=[CH:18][C:19](=[O:20])[N:21]3[CH:22]([C:27](=[O:28])[O:29][CH2:30][CH3:31])[CH2:23][CH2:24][CH2:25][CH2:26]3)[cH:15][cH:16]2)[cH:6][cH:7][cH:8][cH:9]1.[OH2:35]>>[CH:1]([CH3:2])([CH3:3])[c:4]1[c:5]([S:10][c:11]2[c:12]([N+:32](=[O:33])[O-:34])[cH:13][c:14]([CH:17]=[CH:18][C:19](=[O:20])[N:21]3[CH:22]([C:27](=[O:28])[OH:29])[CH2:23][CH2:24][CH2:25][CH2:26]3)[cH:15][cH:16]2)[cH:6][cH:7][cH:8][cH:9]1.